From a dataset of the Open Reaction Database (ORD), a public repository of structured organic reaction records. describe an organic reaction: reactants, conditions, products, and yield Starting materials: NC1=C(C=NN1C(CC)CC)C(=O)N (5-amino-1-(1-ethylpropyl)-1H-pyrazole-4-carboxamide), C1(CCCCC1)CC(=O)OC (methyl cyclohexylacetate). The product is C1(CCCCC1)CC=1NC(C2=C(N1)N(N=C2)C(CC)CC)=O (6-(Cyclohexylmethyl)-1-(1-ethylpropyl)-1,5-dihydro-4H-pyrazolo[3,4-d]pyrimidin-4-one). As a reaction SMILES: [NH2:1][C:2]1[N:6]([CH:7]([CH2:10][CH3:11])[CH2:8][CH3:9])[N:5]=[CH:4][C:3]=1[C:12]([NH2:14])=[O:13].[CH:15]1([CH2:21][C:22](OC)=O)[CH2:20][CH2:19][CH2:18][CH2:17][CH2:16]1>>[CH:15]1([CH2:21][C:22]2[NH:14][C:12](=[O:13])[C:3]3[CH:4]=[N:5][N:6]([CH:7]([CH2:10][CH3:11])[CH2:8][CH3:9])[C:2]=3[N:1]=2)[CH2:20][CH2:19][CH2:18][CH2:17][CH2:16]1. Reported procedure: The product is obtained in analogy to Example 1/stage 1c) starting from 200 mg (1.02 mmol) of 5-amino-1-(1-ethylpropyl)-1H-pyrazole-4-carboxamide and 482 mg (3.06 mmol) of methyl cyclohexylacetate.